This data is from the Open Reaction Database (ORD), a public repository of structured organic reaction records. The task is: describe an organic reaction: reactants, conditions, products, and yield The reactants are ClC=1N=C(C2=C(N1)C(=NC=N2)N2CCOCC2)N2CCS(CC2)=O (2-chloro-8-morpholino-4-(1-oxido-thiomorpholino)-pyrimido-[5,4-d]-pyrimidine), N1CCNCC1 (piperazine). The product is O1CCN(CC1)C1=NC=NC2=C1N=C(N=C2N2CCS(CC2)=O)N2CCNCC2 (8-Morpholino-4-(1-oxido-thiomorpholino)-2-piperazino-pyrimido-[5,4-d]-pyrimidine). As a reaction SMILES: Cl[C:2]1[N:3]=[C:4]([N:18]2[CH2:23][CH2:22][S:21](=[O:24])[CH2:20][CH2:19]2)[C:5]2[N:11]=[CH:10][N:9]=[C:8]([N:12]3[CH2:17][CH2:16][O:15][CH2:14][CH2:13]3)[C:6]=2[N:7]=1.[NH:25]1[CH2:30][CH2:29][NH:28][CH2:27][CH2:26]1>>[O:15]1[CH2:16][CH2:17][N:12]([C:8]2[C:6]3[N:7]=[C:2]([N:25]4[CH2:30][CH2:29][NH:28][CH2:27][CH2:26]4)[N:3]=[C:4]([N:18]4[CH2:23][CH2:22][S:21](=[O:24])[CH2:20][CH2:19]4)[C:5]=3[N:11]=[CH:10][N:9]=2)[CH2:13][CH2:14]1. Reported procedure: This compound was prepared analogous to Example 118 from 2-chloro-8-morpholino-4-(1-oxido-thiomorpholino)-pyrimido-[5,4-d]-pyrimidine (m.p.: 232°-233° C.) and piperazine. Starting materials: ClC1=CC=C(N)C=C1 (4-chloroaniline), C(C(=O)C)(=O)OCC(C)C (iso-butyl pyruvate). Yields the product C(C(C)C)OC([C@@H](NC1=CC=C(C=C1)Cl)C)=O (N-(4-chlorophenyl)alanine iso-butyl ester). RXN SMILES: [Cl:1][C:2]1[CH:8]=[CH:7][C:5]([NH2:6])=[CH:4][CH:3]=1.[C:9]([O:14][CH2:15][CH:16]([CH3:18])[CH3:17])(=[O:13])[C:10]([CH3:12])=O>>[CH2:15]([O:14][C:9](=[O:13])[C@H:10]([CH3:12])[NH:6][C:5]1[CH:7]=[CH:8][C:2]([Cl:1])=[CH:3][CH:4]=1)[CH:16]([CH3:18])[CH3:17]. Procedure details: Following General Procedure AA above and using 4-chloroaniline (Aldrich) and iso-butyl pyruvate (prepared by following General Procedure AO above), the title compound was prepared as an oil. The reaction was monitored by tlc on silica gel (Rf=0.6 in 25% EtOAc/hexanes) and purification was by preparative plate chromatography (silica gel using 25% EtOAc/hexanes as the eluant). Reactants: P(Cl)(Cl)(Cl)(Cl)Cl (phosphorus pentachloride), CN(C1=CC=CC=C1)C (dimethylaniline), P(Cl)(Cl)(Cl)(Cl)Cl (phosphorus pentachloride), [N+](=O)([O-])C1=CC=C(COC(=O)[C@H]2[C@](S[C@H]3N2C([C@H]3NC(COC3=CC=CC=C3)=O)=O)(C)COC(NC(C)=O)=O)C=C1 ((2R,3S,5R,6R)2-(N-acetyl)carbamoyloxymethyl-2-methyl-6-phenoxyacetamidopenam-3-carboxylic acid p-nitrobenzyl ester), ice water, N (ammonia). The solvent is C(Cl)Cl (methylene chloride), CO (methanol), C(Cl)Cl (methylene chloride). Run at time 20 minute. Product: [N+](=O)([O-])C1=CC=C(COC(=O)[C@H]2[C@](S[C@H]3N2C([C@H]3N)=O)(C)COC(NC(C)=O)=O)C=C1 ((2R,3S,5R,6R)2-(N-Acetyl)carbamoyloxymethyl-6-amino-2-methylpenam-3-carboxylic Acid p-Nitrobenzyl Ester). Yield: 45.9%. Reaction SMILES: [N+:1]([C:4]1[CH:41]=[CH:40][C:7]([CH2:8][O:9][C:10]([C@@H:12]2[N:16]3[C:17](=[O:30])[C@@H:18]([NH:19]C(=O)COC4C=CC=CC=4)[C@H:15]3[S:14][C@:13]2([CH2:32][O:33][C:34](=[O:39])[NH:35][C:36](=[O:38])[CH3:37])[CH3:31])=[O:11])=[CH:6][CH:5]=1)([O-:3])=[O:2].CN(C)C1C=CC=CC=1.P(Cl)(Cl)(Cl)(Cl)Cl.N>C(Cl)Cl.CO>[N+:1]([C:4]1[CH:41]=[CH:40][C:7]([CH2:8][O:9][C:10]([C@@H:12]2[N:16]3[C:17](=[O:30])[C@@H:18]([NH2:19])[C@H:15]3[S:14][C@:13]2([CH2:32][O:33][C:34](=[O:39])[NH:35][C:36](=[O:38])[CH3:37])[CH3:31])=[O:11])=[CH:6][CH:5]=1)([O-:3])=[O:2]. Reported procedure: A solution of (2R,3S,5R,6R)2-(N-acetyl)carbamoyloxymethyl-2-methyl-6-phenoxyacetamidopenam-3-carboxylic acid p-nitrobenzyl ester (4.68 gm, 8 mmols) in dry methylene chloride (40 ml) was cooled to -60° under nitrogen. It was charged with dimethylaniline (4.06 gm, 33.5 mmol) and phosphorus pentachloride (3.68 gm, 17.7 mmol) and stirred for 30 minutes at -64° to -56°, during which time the phosphorus pentachloride dissolved. A solution of dry methanol (8.10 ml) in dry methylene chloride (8.10 ml) w...